From a dataset of the Open Reaction Database (ORD), a public repository of structured organic reaction records. describe an organic reaction: reactants, conditions, products, and yield The reactants are OC1=C(C=CC=C1)CCC(O)C1=CC=CC=C1 (3-(o-hydroxyphenyl)-1-phenylpropan-1-ol), O (water). Solvent: S(O)(O)(=O)=O (sulphuric acid). Reaction conditions: time 2 hour. Product: O1C(CCC2=CC=CC=C12)C1=CC=CC=C1 (flavan). Yield: 21.7%. Reaction SMILES: O[C:2]1[CH:7]=[CH:6][CH:5]=[CH:4][C:3]=1[CH2:8][CH2:9][CH:10]([C:12]1[CH:17]=[CH:16][CH:15]=[CH:14][CH:13]=1)[OH:11].O>S(=O)(=O)(O)O>[O:11]1[C:4]2[C:3](=[CH:2][CH:7]=[CH:6][CH:5]=2)[CH2:8][CH2:9][CH:10]1[C:12]1[CH:17]=[CH:16][CH:15]=[CH:14][CH:13]=1. Procedure details: 2-Hydroxychalcone (28.5 g) was stirred with ethanol (500 ml) whilst sodium borohydride (9.45 g) was added in small portions. The solution, which turned from red to pale yellow was allowed to stand overnight at room temperature, then the solvent was evaporated off and the residue extracted with dichloromethane, washing with water. Evaporation of the solvent yielded 3-(o-hydroxyphenyl)-1-phenylpropan-1-ol (24.4 g). 1.0 g of this carbinol was dissolved in concentrated sulphuric acid, and the soluti...